describe an organic reaction: reactants, conditions, products, and yield From a dataset of the Open Reaction Database (ORD), a public repository of structured organic reaction records. Reactants: C(C)(C)(C)OC(=O)N1OC(C(C1CC)S)CN (N-tert-butoxycarbonyl-5-aminomethyl-3-ethylthiyl-4,5-dihydroisoxazole), sodium ethyl thiolate, CN(C)C=O (DMF). Solvent: CO (methanol). The product is C(C)(C)(C)OC(=O)N1OC(CC1OC)CN (N-tert-butoxycarbonyl-5-aminomethyl-3-methoxy-4,5-dihydroisoxazole). As a reaction SMILES: [C:1]([O:5][C:6]([N:8]1[CH:12](CC)[CH:11](S)[CH:10]([CH2:16][NH2:17])[O:9]1)=[O:7])([CH3:4])([CH3:3])[CH3:2].CN([CH:21]=[O:22])C>CO>[C:1]([O:5][C:6]([N:8]1[CH:12]([O:22][CH3:21])[CH2:11][CH:10]([CH2:16][NH2:17])[O:9]1)=[O:7])([CH3:2])([CH3:3])[CH3:4]. Procedure: In the same manner, N-tert-butoxycarbonyl-5-aminomethyl-3-ethylthiyl-4,5-dihydroisoxazole was made by using sodium ethyl thiolate in dry DMF instead of sodium methoxide in methanol.